From a dataset of the Open Reaction Database (ORD), a public repository of structured organic reaction records. describe an organic reaction: reactants, conditions, products, and yield Reactants: NN1CCCC1 (aminopyrrolidine), ClC1=CC(=C2C(=N1)C=CS2)N2CCC(CC2)S(=O)(=O)C (5-chloro-7-(4-(methylsulfonyl)piperidin-1-yl)thieno[3,2-b]pyridine), (±)-BINAP, Cl.N[C@@H]1CN(CC1)C(CC1=CC=C(C=C1)OC(F)(F)F)=O (1-((S)-3-aminopyrrolidin-1-yl)-2-(4-trifluoromethoxyphenyl)ethanone mono hydrochloride), CC(C)([O-])C.[Na+] (sodium t-butoxide). The reagents and catalysts are C=1C=CC(=CC1)/C=C/C(=O)/C=C/C2=CC=CC=C2.C=1C=CC(=CC1)/C=C/C(=O)/C=C/C2=CC=CC=C2.C=1C=CC(=CC1)/C=C/C(=O)/C=C/C2=CC=CC=C2.[Pd].[Pd] (Pd2(dba)3). Solvent: O1CCOCC1 (1,4-dioxane), C(C)(=O)OCC (ethyl acetate), O (water). Reaction conditions: time 20 hour. The product is CS(=O)(=O)C1CCN(CC1)C1=C2C(=NC(=C1)N[C@@H]1CN(CC1)C(CC1=CC=C(C=C1)OC(F)(F)F)=O)C=CS2 ((S)-1-(3-(7-(4-methylsulfonylpiperidin-1-yl)thieno[3,2-b]pyridin-5-ylamino)pyrrolidin-1-yl)-2-(4-trifluoromethoxyphenyl)ethanone). Isolated yield 38.2%. As a reaction SMILES: NN1CCCC1.Cl[C:8]1[N:13]=[C:12]2[CH:14]=[CH:15][S:16][C:11]2=[C:10]([N:17]2[CH2:22][CH2:21][CH:20]([S:23]([CH3:26])(=[O:25])=[O:24])[CH2:19][CH2:18]2)[CH:9]=1.Cl.[NH2:28][C@H:29]1[CH2:33][CH2:32][N:31]([C:34](=[O:47])[CH2:35][C:36]2[CH:41]=[CH:40][C:39]([O:42][C:43]([F:46])([F:45])[F:44])=[CH:38][CH:37]=2)[CH2:30]1.CC(C)([O-])C.[Na+]>C(OCC)(=O)C.O.C1C=CC(/C=C/C(/C=C/C2C=CC=CC=2)=O)=CC=1.C1C=CC(/C=C/C(/C=C/C2C=CC=CC=2)=O)=CC=1.C1C=CC(/C=C/C(/C=C/C2C=CC=CC=2)=O)=CC=1.[Pd].[Pd].O1CCOCC1>[CH3:26][S:23]([CH:20]1[CH2:21][CH2:22][N:17]([C:10]2[CH:9]=[C:8]([NH:28][C@H:29]3[CH2:33][CH2:32][N:31]([C:34](=[O:47])[CH2:35][C:36]4[CH:37]=[CH:38][C:39]([O:42][C:43]([F:44])([F:45])[F:46])=[CH:40][CH:41]=4)[CH2:30]3)[N:13]=[C:12]3[CH:14]=[CH:15][S:16][C:11]=23)[CH2:18][CH2:19]1)(=[O:25])=[O:24] |f:2.3,4.5,8.9.10.11.12|. Reported procedure: A mixture of 5,7-dichlorothieno[3,2-b]pyridine (0.52 g), triethylamine (0.90 mL), 4-(methylsulfonyl)piperidine mono hydrochloride (0.62 g), and ethylene glycol (1.1 mL) was stirred at 120° C. for 6 h. Ethylene glycol (4.0 mL) and 1,4-dioxane (4.0 mL) were added, and the mixture was further stirred at room temperature for 16 h. The reaction mixture was diluted with ethyl acetate and washed with saturated brine. The organic layer was dried with anhydrous magnesium sulfate, and then silica gel was ... The reactants are FC1(CCN(CC1)C(=O)C=1NC2=CC=C(C=C2C1)C(=O)N1CCC(CC1)N1CCOCC1)F ([2-(4,4-difluoro-piperidine-1-carbonyl)-1H-indol-5-yl]-(4-morpholin-4-yl-piperidin-1-yl)-methanone), ClC1=NC=C(C=C1)B(O)O (2-chloropyridine-5-boronic acid), N1=CC=CC=C1 (pyridine). The reagents and catalysts are C(C)(=O)[O-].[Cu+2].C(C)(=O)[O-] (copper(II) acetate). Run in ClCCl (dichloromethane). The product is ClC1=CC=C(C=N1)N1C(=CC2=CC(=CC=C12)C(=O)N1CCC(CC1)N1CCOCC1)C(=O)N1CCC(CC1)(F)F ([1-(6-Chloro-pyridin-3-yl)-5-(4-morpholin-4-yl-piperidine-1-carbonyl)-1H-indol-2-yl]-(4,4-difluoro-piperidin-1-yl)-methanone). Yield: 31.0%. Reaction SMILES: [F:1][C:2]1([F:33])[CH2:7][CH2:6][N:5]([C:8]([C:10]2[NH:11][C:12]3[C:17]([CH:18]=2)=[CH:16][C:15]([C:19]([N:21]2[CH2:26][CH2:25][CH:24]([N:27]4[CH2:32][CH2:31][O:30][CH2:29][CH2:28]4)[CH2:23][CH2:22]2)=[O:20])=[CH:14][CH:13]=3)=[O:9])[CH2:4][CH2:3]1.[Cl:34][C:35]1[CH:40]=[CH:39][C:38](B(O)O)=[CH:37][N:36]=1.N1C=CC=CC=1>ClCCl.C([O-])(=O)C.[Cu+2].C([O-])(=O)C>[Cl:34][C:35]1[N:36]=[CH:37][C:38]([N:11]2[C:12]3[C:17](=[CH:16][C:15]([C:19]([N:21]4[CH2:26][CH2:25][CH:24]([N:27]5[CH2:28][CH2:29][O:30][CH2:31][CH2:32]5)[CH2:23][CH2:22]4)=[O:20])=[CH:14][CH:13]=3)[CH:18]=[C:10]2[C:8]([N:5]2[CH2:4][CH2:3][C:2]([F:1])([F:33])[CH2:7][CH2:6]2)=[O:9])=[CH:39][CH:40]=1 |f:4.5.6|. Procedure: The title compound was synthesized in analogy to example 66, from [2-(4,4-difluoro-piperidine-1-carbonyl)-1H-indol-5-yl]-(4-morpholin-4-yl-piperidin-1-yl)-methanone (example 170), 2-chloropyridine-5-boronic acid, copper(II) acetate and pyridine in dichloromethane, to give the desired product as a yellow solid (31%). The reactants are C(C)(C)(C)OC(=O)NC1CCNCC1 (4-t-butoxycarbonylaminopiperidine), FC1(C[C@@H](CC1)[C@](C(=O)O)(C1=CC=CC=C1)O)F ((2R)-2-((1R)-3, 3-difluorocyclopentyl)-2-hydroxy-2-phenylacetic acid), ON1N=NC2=C1C=CC=C2 (1-hydroxybenzotriazole), C(C)N=C=NCCCN(C)C (1-ethyl-3-(3-dimethylaminopropyl)carbodiimide), C(Cl)(Cl)Cl (chloroform). Run in C(C)(=O)OCC (ethyl acetate). Conditions: time 3 hour. The product is Cl.NC1CCN(CC1)C([C@@](C1=CC=CC=C1)(O)[C@H]1CC(CC1)(F)F)=O (4-Amino-1-{(2R)-2-((1R)-3,3-difluorocyclopentyl)-2-hydroxy-2-Phenylacetyl}piperidine monohydrochloride). RXN SMILES: C(OC([NH:8][CH:9]1[CH2:14][CH2:13][NH:12][CH2:11][CH2:10]1)=O)(C)(C)C.[F:15][C:16]1([F:32])[CH2:20][CH2:19][C@@H:18]([C@@:21]([OH:31])([C:25]2[CH:30]=[CH:29][CH:28]=[CH:27][CH:26]=2)[C:22](O)=[O:23])[CH2:17]1.ON1C2C=CC=CC=2N=N1.C(N=C=NCCCN(C)C)C.C(Cl)(Cl)[Cl:55]>C(OCC)(=O)C>[ClH:55].[NH2:8][CH:9]1[CH2:10][CH2:11][N:12]([C:22](=[O:23])[C@:21]([C@@H:18]2[CH2:19][CH2:20][C:16]([F:15])([F:32])[CH2:17]2)([OH:31])[C:25]2[CH:30]=[CH:29][CH:28]=[CH:27][CH:26]=2)[CH2:13][CH2:14]1 |f:6.7|. Procedure: To a solution of 220 mg of 4-t-butoxycarbonylaminopiperidine and 256 mg of (2R)-2-((1R)-3, 3-difluorocyclopentyl)-2-hydroxy-2-phenylacetic acid in 8 ml of chloroform, 203 mg of 1-hydroxybenzotriazole and 201 mg of 1-ethyl-3-(3-dimethylaminopropyl)carbodiimide were added sequentially at room temperature, followed by stirring for 3 hours at the same temperature. The reaction mixture was diluted with ethyl acetate and, after sequential washing with an aqueous solution of 1N sodium hydroxide and bri... Starting materials: NC1=CC=C(C(=N1)C(=O)OC)O (methyl 6-amino-3-hydroxypicolinate), CS(=O)(=O)C1=NC(=CC(=N1)OC)OC (2-methylsulfonyl-4,6-dimethoxypyrimidine), C([O-])([O-])=O.[K+].[K+] (potassium carbonate), ice water. The solvent is CN(C)C=O (DMF). Yields the product NC1=CC=C(C(=N1)C(=O)OC)OC1=NC(=CC(=N1)OC)OC (methyl 6-amino-3-[(4,6-dimethoxypyrimidin-2-yl)oxy]picolinate). Isolated yield 81.3%. As a reaction SMILES: [NH2:1][C:2]1[N:7]=[C:6]([C:8]([O:10][CH3:11])=[O:9])[C:5]([OH:12])=[CH:4][CH:3]=1.CS([C:17]1[N:22]=[C:21]([O:23][CH3:24])[CH:20]=[C:19]([O:25][CH3:26])[N:18]=1)(=O)=O.C(=O)([O-])[O-].[K+].[K+]>CN(C=O)C>[NH2:1][C:2]1[N:7]=[C:6]([C:8]([O:10][CH3:11])=[O:9])[C:5]([O:12][C:17]2[N:22]=[C:21]([O:23][CH3:24])[CH:20]=[C:19]([O:25][CH3:26])[N:18]=2)=[CH:4][CH:3]=1 |f:2.3.4|. Reported procedure: A DMF suspension (50 ml) of 3.0 g (17.8 mmol) of methyl 6-amino-3-hydroxypicolinate, 3.9 g (17.8 mmol) of 2-methylsulfonyl-4,6-dimethoxypyrimidine and 1.23 g (8.9 mmol) of potassium carbonate in a 100 ml round bottomed flask, was stirred at 80° C. for 4 hours. The reaction mixture was poured into ice water and extracted with dichloromethane. The organic layer was washed with water, dried, concentrated and purified by silica gel chromatography (n-hexane/AcOEt=1/1+0.1 MeOH) to obtain 4.43 g (yield... Starting materials: Br (HBr), N1([C@H](C(=O)O)CCC1)C(=O)OCC1=CC=CC=C1 (Cbz-Pro-OH), CN (Methyl amine), phosphonate 4-CN PheP (OPh)2, C1CCC(CC1)N=C=NC2CCCCC2 (DCC). Solvent: C(Cl)Cl (CH2Cl2). Reaction conditions: time 10 minute. The product is C(=O)(NC1CCCCC1)NC1CCCCC1 (dicyclohexylurea). Isolated yield 52.0%. RXN SMILES: Br.N1(C(OCC2C=CC=CC=2)=O)CCC[C@H]1C(O)=[O:5].CN.[CH2:22]1[CH2:27][CH2:26][CH:25]([N:28]=[C:29]=[N:30][CH:31]2[CH2:36][CH2:35][CH2:34][CH2:33][CH2:32]2)[CH2:24][CH2:23]1>C(Cl)Cl>[C:29]([NH:28][CH:25]1[CH2:24][CH2:23][CH2:22][CH2:27][CH2:26]1)([NH:30][CH:31]1[CH2:36][CH2:35][CH2:34][CH2:33][CH2:32]1)=[O:5]. Procedure details: To a cooled solution of the phosphonate 4-CN-PheP (OPh)2.HBr (0.41 g, 0.9 mmole) and Cbz-Pro-OH (0.25 g, 1.0 mmole) in 20 mL CH2Cl2 was added 0.14 mL Methyl amine. After stirring for 10 min, DCC (0.21 g, 1.0 mmole) was added and the mixture was stirred at 0° C. for 2 h and at r.t. for 24 h. During this period, dicyclohexylurea (DCU) formed, was removed by filtration and the filtrate was evaporated. The residue was dissolved in 50 mL ethyl acetate, filtered, the filtrate was washed with 50 mL 1N ...